This data is from the Open Reaction Database (ORD), a public repository of structured organic reaction records. The task is: describe an organic reaction: reactants, conditions, products, and yield Starting materials: C1CN2C(CCC3=CC=CC1=C23)=O (1,2,5,6-tetrahydro-4H-pyrrolo[3,2,1-ij]quinolin-4-one), ClCCC(=O)Cl (3-chloropropanoyl chloride). As a reaction SMILES: [CH2:1]1[C:11]2=[C:12]3[C:7](=[CH:8][CH:9]=[CH:10]2)[CH2:6][CH2:5][C:4](=[O:13])[N:3]3[CH2:2]1.[Cl:14][CH2:15][CH2:16][C:17](Cl)=[O:18]>>[Cl:14][CH2:15][CH2:16][C:17]([C:9]1[CH:8]=[C:7]2[C:12]3=[C:11]([CH2:1][CH2:2][N:3]3[C:4](=[O:13])[CH2:5][CH2:6]2)[CH:10]=1)=[O:18]. Procedure: Using 1,2,5,6-tetrahydro-4H-pyrrolo[3,2,1-ij]quinolin-4-one (10.0 g) and 3-chloropropanoyl chloride (6.06 ml) according to the same method as that of Reference Example 1, the title compound (12.0 g) was obtained as colorless crystals having a melting point of 154 to 155° C. Product: ClCCC(=O)C=1C=C2CCC(N3C2=C(C1)CC3)=O (8-(3-Chloropropanoyl)-1,2,5,6-tetrahydro-4H-pyrrolo[3,2,1-ij]quinolin-4-one). Starting materials: CO (methanol), O (water), ClC=1C=C(C2=C(N=C(O2)C2=C(C=CC=C2)Cl)C1)CCCO (5-chloro-2-(2-chlorophenyl)-7-(3-hydroxy-propyl)-benzoxazole). Solvent: CC(=O)C (acetone). Reaction conditions: time 45 minute. Yields the product ClC=1C=C(C2=C(N=C(O2)C2=C(C=CC=C2)Cl)C1)CCC(=O)O (5-Chloro-2-(2-chlorophenyl)-benzoxazole-7-propanoic Acid). Yield: 72.6%. As a reaction SMILES: [Cl:1][C:2]1[CH:3]=[C:4]([CH2:18][CH2:19][CH2:20][OH:21])[C:5]2[O:9][C:8]([C:10]3[CH:15]=[CH:14][CH:13]=[CH:12][C:11]=3[Cl:16])=[N:7][C:6]=2[CH:17]=1.C[OH:23].O>CC(C)=O>[Cl:1][C:2]1[CH:3]=[C:4]([CH2:18][CH2:19][C:20]([OH:23])=[O:21])[C:5]2[O:9][C:8]([C:10]3[CH:15]=[CH:14][CH:13]=[CH:12][C:11]=3[Cl:16])=[N:7][C:6]=2[CH:17]=1. Procedure: 10.3 ml (41 mmol of O) of Kiliani solution was added at −10° to −5° C. within 20 minutes to a solution of 6.44 g (20 mmol) of 5-chloro-2-(2-chlorophenyl)-7-(3-hydroxy-propyl)-benzoxazole in 130 mg of acetone. After 45 minutes, 5 ml of methanol and 130 ml of water were added. The acetone was removed in vacuo, the solid suspended, collected, and washed with 1 N sulfuric acid and water. The residue was taken up in 35 ml of 1 N NaOH and 50 ml of water, and extracted with ether. The water phase was a...